This data is from the Open Reaction Database (ORD), a public repository of structured organic reaction records. The task is: describe an organic reaction: reactants, conditions, products, and yield Reactants: solid, Cl.Cl.Cl.O1CCC=2C(=NC=CC21)N2CCN(CC2)CC[C@@H]2CC[C@H](CC2)N (trans-4-{2-[4-(2,3-dihydrofuro[3,2-c]pyridin-4-yl)-piperazin-1-yl]-ethyl}-cyclohexanamine trihydrochloride), Cl.Cl.Cl.O1CCC=2C(=NC=CC21)N2CCN(CC2)CC[C@@H]2CC[C@H](CC2)N (trans-4-{2-[4-(2,3-dihydrofuro[3,2-c]pyridin-4-yl)-piperazin-1-yl]-ethyl}-cyclohexanamine trihydrochloride), O1COC2=C1C=CC(=C2)CC(=O)O (2-(benzo[1,3]dioxol-5-yl)-acetic acid). The product is O1COC2=C1C=CC(=C2)CC(=O)N[C@@H]2CC[C@H](CC2)CCN2CCN(CC2)C2=NC=CC1=C2CCO1 (trans-2-Benzo[1,3]dioxol-5-yl-N-(4-{2-[4-(2,3-dihydro-furo[3,2-c]pyridin-4-yl)-piperazin-1-yl]-ethyl}-cyclohexyl)-acetamide). As a reaction SMILES: Cl.Cl.Cl.[O:4]1[C:12]2[CH:11]=[CH:10][N:9]=[C:8]([N:13]3[CH2:18][CH2:17][N:16]([CH2:19][CH2:20][C@H:21]4[CH2:26][CH2:25][C@H:24]([NH2:27])[CH2:23][CH2:22]4)[CH2:15][CH2:14]3)[C:7]=2[CH2:6][CH2:5]1.[O:28]1[C:32]2[CH:33]=[CH:34][C:35]([CH2:37][C:38](O)=[O:39])=[CH:36][C:31]=2[O:30][CH2:29]1>>[O:28]1[C:32]2[CH:33]=[CH:34][C:35]([CH2:37][C:38]([NH:27][C@H:24]3[CH2:25][CH2:26][C@H:21]([CH2:20][CH2:19][N:16]4[CH2:17][CH2:18][N:13]([C:8]5[C:7]6[CH2:6][CH2:5][O:4][C:12]=6[CH:11]=[CH:10][N:9]=5)[CH2:14][CH2:15]4)[CH2:22][CH2:23]3)=[O:39])=[CH:36][C:31]=2[O:30][CH2:29]1 |f:0.1.2.3|. Procedure details: The title compound, white solid (110 mg, 89%), MS (ISP) m/z=493.4 [(M+H)+], mp 212° C., was prepared in accordance with the general method of example 32 from trans-4-{2-[4-(2,3-dihydrofuro[3,2-c]pyridin-4-yl)-piperazin-1-yl]-ethyl}-cyclohexanamine trihydrochloride (intermediate C) (110 mg, 0.25 mmol) and 2-(benzo[1,3]dioxol-5-yl)-acetic acid. The reactants are CCO, O=S(=O)(Cl)C1CC1, [H][H], CCC1CC(N=[N+]=[N-])CN1C(=O)OC(C)(C)C, [OH-], [OH-], [Pd+2]. Product: CCC1CC(NS(=O)(=O)C2CC2)CN1C(=O)OC(C)(C)C. Reaction SMILES: [CH3:27][CH2:28][OH:29].[CH:20]1([S:23](=[O:24])(=[O:25])[Cl:26])[CH2:21][CH2:22]1.[H:18][H:19].[N:1](=[N+:2]=[N-:3])[CH:4]1[CH2:5][CH:6]([CH2:16][CH3:17])[N:7]([C:9](=[O:10])[O:11][C:12]([CH3:13])([CH3:14])[CH3:15])[CH2:8]1.[OH-:30].[OH-:31].[Pd+2:32]>>[NH:1]([CH:4]1[CH2:5][CH:6]([CH2:16][CH3:17])[N:7]([C:9](=[O:10])[O:11][C:12]([CH3:13])([CH3:14])[CH3:15])[CH2:8]1)[S:23]([CH:20]1[CH2:21][CH2:22]1)(=[O:24])=[O:25]. Starting materials: N([C@@H](CCCNC(N)=N)C(=O)N[C@@H]([C@@H](C)CC)C(=O)N[C@@H](COC(C)(C)C)C(=O)N[C@@H](CCCNC(N)=N)C(=O)N1[C@H](C(=O)OC(C)(C)C)CCC1)C(=O)OCC1=CC=CC=C1.CC(=O)O.CC(=O)O (Z-Arg-Ile-Ser(tBu)-Arg-Pro-OtBu diacetate). The solvent is C(C)(=O)O (acetic acid). Product: N[C@@H](CCCNC(N)=N)C(=O)N[C@@H]([C@@H](C)CC)C(=O)N[C@@H](COC(C)(C)C)C(=O)N[C@@H](CCCNC(N)=N)C(=O)N1[C@H](C(=O)OC(C)(C)C)CCC1.CC(=O)O.CC(=O)O.CC(=O)O (H-Arg-Ile-Ser(tBu)-Arg-Pro-OtBu triacetate). RXN SMILES: [NH:1](C(OCC1C=CC=CC=1)=O)[C@H:2]([C:10]([NH:12][C@H:13]([C:18]([NH:20][C@H:21]([C:28]([NH:30][C@H:31]([C:39]([N:41]1[CH2:52][CH2:51][CH2:50][C@H:42]1[C:43]([O:45][C:46]([CH3:49])([CH3:48])[CH3:47])=[O:44])=[O:40])[CH2:32][CH2:33][CH2:34][NH:35][C:36](=[NH:38])[NH2:37])=[O:29])[CH2:22][O:23][C:24]([CH3:27])([CH3:26])[CH3:25])=[O:19])[C@H:14]([CH2:16][CH3:17])[CH3:15])=[O:11])[CH2:3][CH2:4][CH2:5][NH:6][C:7](=[NH:9])[NH2:8].[CH3:63][C:64]([OH:66])=[O:65].[CH3:67][C:68]([OH:70])=[O:69]>C(O)(=O)C>[NH2:1][C@H:2]([C:10]([NH:12][C@H:13]([C:18]([NH:20][C@H:21]([C:28]([NH:30][C@H:31]([C:39]([N:41]1[CH2:52][CH2:51][CH2:50][C@H:42]1[C:43]([O:45][C:46]([CH3:49])([CH3:48])[CH3:47])=[O:44])=[O:40])[CH2:32][CH2:33][CH2:34][NH:35][C:36](=[NH:37])[NH2:38])=[O:29])[CH2:22][O:23][C:24]([CH3:27])([CH3:25])[CH3:26])=[O:19])[C@H:14]([CH2:16][CH3:17])[CH3:15])=[O:11])[CH2:3][CH2:4][CH2:5][NH:6][C:7](=[NH:8])[NH2:9].[CH3:63][C:64]([OH:66])=[O:65].[CH3:67][C:68]([OH:70])=[O:69].[CH3:42][C:43]([OH:45])=[O:44] |f:0.1.2,4.5.6.7|. Reported procedure: 4.4 g of Z-Arg-Ile-Ser(tBu)-Arg-Pro-OtBu diacetate (crude substance) are dissolved in about 60 ml of 90% strength acetic acid and catalytically hydrogenated in analogy to Example 1b. Starting materials: C(C)(C)(C)P(C(C)(C)C)C(C)(C)C (tri-t-butyl phosphine), OCC#C (1-hydroxy-2-propyne), C(C)(C)NC(C)C (diisopropyl amine), NC1=NC(C(N1C)=O)(C1=CC=C(C=C1)OC(F)F)C1=CC(=CC=C1)Br (2-amino-5-(3-bromophenyl)-5-[4-(difluoromethoxy)phenyl]-3-methyl-3,5-dihydro-4H-imidazol-4-one). Reagents/catalysts: [Cu](I)I (copper iodide), C1=CC=C(C=C1)C#N.C1=CC=C(C=C1)C#N.Cl[Pd]Cl (bis(benzonitrile)dichloro palladium(II)). Run in O (water), O1CCOCC1 (dioxane), O1CCOCC1 (dioxane). Run at temperature 35 celsius, time 3 minute. The product is NC1=NC(C(N1C)=O)(C1=CC(=CC=C1)C#CCCO)C1=CC=C(C=C1)OC(F)F (2-Amino-5-[4-(difluoromethoxy)phenyl]-5-[3-(4-hydroxybut-1-yn-1-yl)phenyl]-3-methyl-3,5-dihydro-4H-imidazol-4-one). The yield is 48.0%. RXN SMILES: [C:1](P(C(C)(C)C)C(C)(C)C)(C)(C)C.C(NC(C)C)(C)C.[NH2:21][C:22]1[N:26]([CH3:27])[C:25](=[O:28])[C:24]([C:39]2[CH:44]=[CH:43][CH:42]=[C:41](Br)[CH:40]=2)([C:29]2[CH:34]=[CH:33][C:32]([O:35][CH:36]([F:38])[F:37])=[CH:31][CH:30]=2)[N:23]=1.[OH:46][CH2:47][C:48]#[CH:49]>O1CCOCC1.[Cu](I)I.C1C=CC(C#N)=CC=1.C1C=CC(C#N)=CC=1.Cl[Pd]Cl.O>[NH2:21][C:22]1[N:26]([CH3:27])[C:25](=[O:28])[C:24]([C:29]2[CH:34]=[CH:33][C:32]([O:35][CH:36]([F:38])[F:37])=[CH:31][CH:30]=2)([C:39]2[CH:44]=[CH:43][CH:42]=[C:41]([C:1]#[C:49][CH2:48][CH2:47][OH:46])[CH:40]=2)[N:23]=1 |f:6.7.8|. Procedure: A mixture of copper iodide (8 mg, 0.04 mmol), bis(benzonitrile)dichloro palladium(II) (23 mg, 0.06 mmol) and anhydrous dioxane under argon was stirred for 3 min., treated with tri-t-butyl phosphine (10% in hexane) (240 mg, 0.12 mmol), stirred for 5 min. treated with diisopropyl amine (0.33 mL, 2.4 mmol) followed by a solution of 2-amino-5-(3-bromophenyl)-5-[4-(difluoromethoxy)phenyl]-3-methyl-3,5-dihydro-4H-imidazol-4-one (0.82 g, 2 mmol) in dioxane and 1-hydroxy-2-propyne (0.47 mL, 0.006 mmol).... Reactants: CN1CCCC1=O, COc1cc(N2CCN(C(=O)CCl)CC2)ccc1Cl, Cn1c(=O)[nH]c2cc(Cl)ccc21, [K+], [K+], O=C([O-])[O-]. Product: COc1cc(N2CCN(C(=O)Cn3c(=O)n(C)c4ccc(Cl)cc43)CC2)ccc1Cl. As a reaction SMILES: [CH3:38][N:39]1[CH2:40][CH2:41][CH2:42][C:43]1=[O:44].[Cl:1][CH2:2][C:3](=[O:4])[N:5]1[CH2:6][CH2:7][N:8]([c:11]2[cH:12][c:13]([O:18][CH3:19])[c:14]([Cl:17])[cH:15][cH:16]2)[CH2:9][CH2:10]1.[Cl:20][c:21]1[cH:22][c:23]2[c:24]([n:25]([CH3:29])[c:26](=[O:28])[nH:27]2)[cH:30][cH:31]1.[K+:32].[K+:33].[O-:34][C:35]([O-:36])=[O:37]>>[CH2:2]([C:3](=[O:4])[N:5]1[CH2:6][CH2:7][N:8]([c:11]2[cH:12][c:13]([O:18][CH3:19])[c:14]([Cl:17])[cH:15][cH:16]2)[CH2:9][CH2:10]1)[n:27]1[c:23]2[cH:22][c:21]([Cl:20])[cH:31][cH:30][c:24]2[n:25]([CH3:29])[c:26]1=[O:28]. The product is C(C)(C)(C)OC(=O)NC(C(=O)OCOC(=O)C=1N2C(C(C2SCC1COC(C)=O)NC(C(N1C=CC=C1)C(=O)OCC)=O)=O)C(C)C (3-[(acetyloxy)methyl]-7-[[2-carboethoxy-2-(1-pyrryl)acetyl]-amino]-8-oxo-5-thia-1-azabicyclo[4.2.0]oct-2-ene-2-carboxylic acid N-tert-butoxycarbonyl-2-amino-3-methylbutyryloxymethyl ester). The solvent is C(C)(=O)OCC (ethyl acetate), CN(C=O)C (dimethylformamide). Reaction SMILES: [Na+].[C:2]([O:5][CH2:6][C:7]1[CH2:14][S:13][CH:12]2[N:9]([C:10](=[O:29])[CH:11]2[NH:15][C:16](=[O:28])[CH:17]([C:23]([O:25][CH2:26][CH3:27])=[O:24])[N:18]2[CH:22]=[CH:21][CH:20]=[CH:19]2)[C:8]=1[C:30]([O-:32])=[O:31])(=[O:4])[CH3:3].Cl[CH2:34][O:35][C:36](=[O:49])[C@H:37]([CH:46]([CH3:48])[CH3:47])[NH:38][C:39]([O:41][C:42]([CH3:45])([CH3:44])[CH3:43])=[O:40]>CN(C)C=O.C(OCC)(=O)C>[C:42]([O:41][C:39]([NH:38][CH:37]([CH:46]([CH3:48])[CH3:47])[C:36]([O:35][CH2:34][O:31][C:30]([C:8]1[N:9]2[CH:12]([S:13][CH2:14][C:7]=1[CH2:6][O:5][C:2](=[O:4])[CH3:3])[CH:11]([NH:15][C:16](=[O:28])[CH:17]([C:23]([O:25][CH2:26][CH3:27])=[O:24])[N:18]1[CH:19]=[CH:20][CH:21]=[CH:22]1)[C:10]2=[O:29])=[O:32])=[O:49])=[O:40])([CH3:45])([CH3:44])[CH3:43] |f:0.1|. Starting materials: [Na+].C(C)(=O)OCC1=C(N2C(C(C2SC1)NC(C(N1C=CC=C1)C(=O)OCC)=O)=O)C(=O)[O-] (3-[(acetyloxy)methyl]-7-[[2-carboethoxy-2-(1-pyrryl)acetyl]amino]-8-oxo-5-thia-1-azabicyclo[4.2.0]oct-2-ene-2-carboxylic acid sodium salt), ClCOC([C@@H](NC(=O)OC(C)(C)C)C(C)C)=O (N-tert-butoxycarbonyl-L-valine chloromethyl ester). Run at time 72 hour. Procedure: A suspension of 5 grams of 3-[(acetyloxy)methyl]-7-[[2-carboethoxy-2-(1-pyrryl)acetyl]amino]-8-oxo-5-thia-1-azabicyclo[4.2.0]oct-2-ene-2-carboxylic acid sodium salt and 8.5 grams of N-tert-butoxycarbonyl-L-valine chloromethyl ester, prepared by the general procedure described in W. German Offen. No. 2,236,620 are mixed in 100 ml of dimethylformamide (DMF) and stirred for 72 hours. The mixture is diluted with ethyl acetate, washed with water, aqueous sodium bicarbonate and again with water. The e... The reactants are BrC=1N=CC(=NC1)NC(CCC(=O)OC)=O (methyl 4-[(5-bromopyrazin-2-yl)amino]-4-oxo-butanoate), C(C)(C)NC(C)C (diisopropylamine), palladium(II)bis(triphenylphosphine)dichloride, C(#C)[Si](C)(C)C (ethynyl(trimethyl)silane). The reagents and catalysts are [Cu](I)I (copper iodide). The solvent is O1CCCC1 (tetrahydrofuran). Conditions: time 8 hour. Product: O=C(CCC(=O)OC)NC1=NC=C(N=C1)C#C[Si](C)(C)C (methyl 4-oxo-4-[[5-(2-trimethylsilylethynyl)pyrazin-2-yl]amino]butanoate). The yield is 80.0%. RXN SMILES: Br[C:2]1[N:3]=[CH:4][C:5]([NH:8][C:9](=[O:16])[CH2:10][CH2:11][C:12]([O:14][CH3:15])=[O:13])=[N:6][CH:7]=1.C(NC(C)C)(C)C.[C:24]([Si:26]([CH3:29])([CH3:28])[CH3:27])#[CH:25]>O1CCCC1.[Cu](I)I>[O:16]=[C:9]([NH:8][C:5]1[CH:4]=[N:3][C:2]([C:25]#[C:24][Si:26]([CH3:29])([CH3:28])[CH3:27])=[CH:7][N:6]=1)[CH2:10][CH2:11][C:12]([O:14][CH3:15])=[O:13]. Reported procedure: A solution of methyl 4-[(5-bromopyrazin-2-yl)amino]-4-oxo-butanoate (A2, 1.0 g, 3.5 mmol), copper iodide (0.17 mmol, 0.033 g), diisopropylamine (4.2 mmol, 0.42 g, 0.59 mL) and palladium(II)bis(triphenylphosphine)dichloride (0.17 mmol, 0.12 g) in tetrahydrofuran (30 mL) was degassed with Ar. Then ethynyl(trimethyl)silane (7.60 mmol, 0.75 g, 1.1 mL) was added slowly and the mixture was stirred overnight. The mixture was filtered through a pad of celite which was washed with ethyl acetate and filtr... Starting materials: C1CCOC1, [Cl-], Cc1cc([N+](=O)[O-])ncc1Oc1ccnc(Cl)c1, [NH4+], [Zn]. The product is Cc1cc(N)ncc1Oc1ccnc(Cl)c1. Reaction SMILES: [CH2:21]1[O:22][CH2:23][CH2:24][CH2:25]1.[Cl-:19].[Cl:1][c:2]1[n:3][cH:4][cH:5][c:6]([O:8][c:9]2[cH:10][n:11][c:12]([N+:16]([O-:17])=[O:18])[cH:13][c:14]2[CH3:15])[cH:7]1.[NH4+:20].[Zn:26]>>[Cl:1][c:2]1[n:3][cH:4][cH:5][c:6]([O:8][c:9]2[cH:10][n:11][c:12]([NH2:16])[cH:13][c:14]2[CH3:15])[cH:7]1.